From a dataset of the Open Reaction Database (ORD), a public repository of structured organic reaction records. describe an organic reaction: reactants, conditions, products, and yield Starting materials: CCO, CC(=O)C(CCC(=O)O)(Cc1ccc(Cl)cc1)c1ccccc1, O=Cc1ccc(Cl)cc1, [Na+], [OH-], O. Product: O=C(O)CCC(Cc1ccc(Cl)cc1)(C(=O)C=Cc1ccc(Cl)cc1)c1ccccc1. Reaction SMILES: [CH3:35][CH2:36][OH:37].[Cl:10][c:11]1[cH:12][cH:13][c:14]([CH2:15][C:16]([CH2:17][CH2:18][C:19](=[O:20])[OH:21])([C:22]([CH3:23])=[O:24])[c:25]2[cH:26][cH:27][cH:28][cH:29][cH:30]2)[cH:31][cH:32]1.[Cl:1][c:2]1[cH:3][cH:4][c:5]([CH:6]=[O:7])[cH:8][cH:9]1.[Na+:34].[OH-:33].[OH2:38]>>[Cl:1][c:2]1[cH:3][cH:4][c:5]([CH:6]=[CH:23][C:22]([C:16]([CH2:15][c:14]2[cH:13][cH:12][c:11]([Cl:10])[cH:32][cH:31]2)([CH2:17][CH2:18][C:19](=[O:20])[OH:21])[c:25]2[cH:26][cH:27][cH:28][cH:29][cH:30]2)=[O:24])[cH:8][cH:9]1. Starting materials: C(C)OC=1C=C(CC2=NC=C(C3=CC(=C(C=C23)OC)OCCOCC)C=O)C=CC1 (1-(3-ethoxy-benzyl)-6-(2-ethoxy-ethoxy)-7-methoxy-isoquinoline-4-carbaldehyde), [Se](=O)=O (selenium dioxide). Solvent: C(C)(=O)OCC.CCCCCC (ethyl acetate hexane). Conditions: temperature 120 celsius. Yields the product C(C)OC=1C=C(C(=O)C2=NC=C(C3=CC(=C(C=C23)OC)OCCOCC)C=O)C=CC1 (1-(3-ethoxy-benzoyl)-6-(2-ethoxy-ethoxy)-7-methoxy-isoquinoline-4-carbaldehyde), product. The yield is 95.0%. As a reaction SMILES: [CH2:1]([O:3][C:4]1[CH:5]=[C:6]([CH:28]=[CH:29][CH:30]=1)[CH2:7][C:8]1[C:17]2[C:12](=[CH:13][C:14]([O:20][CH2:21][CH2:22][O:23][CH2:24][CH3:25])=[C:15]([O:18][CH3:19])[CH:16]=2)[C:11]([CH:26]=[O:27])=[CH:10][N:9]=1)[CH3:2].[Se](=O)=[O:32]>C(OCC)(=O)C.CCCCCC>[CH2:1]([O:3][C:4]1[CH:5]=[C:6]([CH:28]=[CH:29][CH:30]=1)[C:7]([C:8]1[C:17]2[C:12](=[CH:13][C:14]([O:20][CH2:21][CH2:22][O:23][CH2:24][CH3:25])=[C:15]([O:18][CH3:19])[CH:16]=2)[C:11]([CH:26]=[O:27])=[CH:10][N:9]=1)=[O:32])[CH3:2] |f:2.3|. Reported procedure: To a stirred solution of 1-(3-ethoxy-benzyl)-6-(2-ethoxy-ethoxy)-7-methoxy-isoquinoline-4-carbaldehyde (61 mg, 0.15 mmol) was added selenium dioxide (132 mg, 1.20 mmol). The reaction mixture was heated at 120° C. for 1 h. The solvent was evaporated and the residue was diluted with dichloromethane (30 mL). The organic layer was washed with saturated aqueous sodium bicarbonate solution (20 mL), saturated aqueous sodium chloride solution (20 mL), dried over anhydrous magnesium sulfate, filtered and... Procedure details: A solution of 8.15 g (0.075 mol) of 1-chloro-2-methyl-2-propanol in 20 ml of ethanol is run over the course of 25 minutes into a solution, kept at about 60° C., of 15 g (0.068 mol) of p-(p-chlorophenoxy)phenol and of 3 g (0.075 mol) of sodium hydroxide pellets in 20 ml of water and 20 ml of ethanol. The mixture is heated to the reflux temperature for 2 hours and the ethanol is driven off under reduced pressure. The residue is extracted with diethyl ether and after drying and evaporation of the s... Isolated yield 36.7%. RXN SMILES: Cl[CH2:2][C:3]([CH3:6])([OH:5])[CH3:4].[Cl:7][C:8]1[CH:21]=[CH:20][C:11]([O:12][C:13]2[CH:18]=[CH:17][C:16]([OH:19])=[CH:15][CH:14]=2)=[CH:10][CH:9]=1.[OH-].[Na+]>C(O)C.O>[Cl:7][C:8]1[CH:21]=[CH:20][C:11]([O:12][C:13]2[CH:18]=[CH:17][C:16]([O:19][CH2:2][C:3]([CH3:6])([OH:5])[CH3:4])=[CH:15][CH:14]=2)=[CH:10][CH:9]=1 |f:2.3|. Product: ClC1=CC=C(OC2=CC=C(OCC(C)(O)C)C=C2)C=C1 (1-[4-(4-Chlorophenoxy)-phenoxy]-2-methyl-2-propanol). Reactants: ClC1=CC=C(OC2=CC=C(C=C2)O)C=C1 (p-(p-chlorophenoxy)phenol), [OH-].[Na+] (sodium hydroxide), ClCC(C)(O)C (1-chloro-2-methyl-2-propanol). The solvent is O (water), C(C)O (ethanol), C(C)O (ethanol), C(C)O (ethanol). The reactants are Cc1cc(C)c(C(=O)O)c(C)c1, NCc1ccc(F)cc1. The reagents and catalysts are CN(C)C(=[N+](C)C)ON1C2=CC=CC=C2N=N1.F[P-](F)(F)(F)(F)F (HBTU), CCN(C(C)C)C(C)C (DIPEA). Solvent: CN(C)C=O (DMF), CN(C)C=O (DMF), CN(C)C=O (DMF), CN(C)C=O (DMF), CN(C)C=O (DMF), CN(C)C=O (DMF). Run at temperature 25 celsius, time 2 hour. Yields the product Cc1cc(C)c(C(=O)NCc2ccc(F)cc2)c(C)c1. Isolated yield 19.2%. RXN SMILES: NCc1ccc(F)cc1.Cc1cc(C)c(C(=O)O)c(C)c1.CN(C)C(=[N+](C)C)ON1C2=CC=CC=C2N=N1.F[P-](F)(F)(F)(F)F.CCN(C(C)C)C(C)C.CN(C)C=O>>Cc1cc(C)c(C(=O)NCc2ccc(F)cc2)c(C)c1. Reactants: O=C(Nc1nc2cccc(Br)n2n1)c1ccccc1, COc1cc(OC)cc(C(=O)Cl)c1, Nc1nc2cccc(-c3ccoc3)n2n1. The product is COc1cc(OC)cc(C(=O)Nc2nc3cccc(-c4ccoc4)n3n2)c1. Reaction SMILES: [Br:1][c:2]1[n:3]2[n:4][c:5]([NH:6][C:7](=[O:8])[c:9]3[cH:10][cH:11][cH:12][cH:13][cH:14]3)[n:15][c:16]2[cH:17][cH:18][cH:19]1.[CH3:35][O:36][c:37]1[cH:38][c:39]([C:40](=[O:41])[Cl:42])[cH:43][c:44]([O:46][CH3:47])[cH:45]1.[o:20]1[cH:21][c:22](-[c:25]2[cH:26][cH:27][cH:28][c:29]3[n:30]2[n:31][c:32]([NH2:34])[n:33]3)[cH:23][cH:24]1>>[o:20]1[cH:21][c:22](-[c:25]2[cH:26][cH:27][cH:28][c:29]3[n:30]2[n:31][c:32]([NH:34][C:40]([c:39]2[cH:38][c:37]([O:36][CH3:35])[cH:45][c:44]([O:46][CH3:47])[cH:43]2)=[O:41])[n:33]3)[cH:23][cH:24]1. Reactants: CC(C)C[AlH]CC(C)C, ClCCl, COC(=O)Cc1ccc(F)c(-c2cnn(C)c2)c1. Product: Cn1cc(-c2cc(CCO)ccc2F)cn1. RXN SMILES: [CH3:1][CH:2]([CH2:3][AlH:4][CH2:5][CH:6]([CH3:7])[CH3:8])[CH3:9].[Cl:28][CH2:29][Cl:30].[F:10][c:11]1[c:12](-[c:22]2[cH:23][n:24][n:25]([CH3:27])[cH:26]2)[cH:13][c:14]([CH2:17][C:18](=[O:19])[O:20][CH3:21])[cH:15][cH:16]1>>[F:10][c:11]1[c:12](-[c:22]2[cH:23][n:24][n:25]([CH3:27])[cH:26]2)[cH:13][c:14]([CH2:17][CH2:18][OH:19])[cH:15][cH:16]1.